From a dataset of the Open Reaction Database (ORD), a public repository of structured organic reaction records. describe an organic reaction: reactants, conditions, products, and yield The reactants are COC(=O)Oc1cc([N+](=O)[O-])c(Br)cc1C1CCCC1, CC(=O)O, CC#N, CO, O. Yields the product COC(=O)Oc1cc(N)c(Br)cc1C1CCCC1. RXN SMILES: [C:1]([O:2][c:3]1[c:4]([CH:13]2[CH2:14][CH2:15][CH2:16][CH2:17]2)[cH:5][c:6]([Br:12])[c:7]([N+:9]([O-:10])=[O:11])[cH:8]1)([O:18][CH3:19])=[O:20].[CH3:21][C:22](=[O:23])[OH:24].[CH3:26][C:27]#[N:28].[CH3:29][OH:30].[OH2:25]>>[C:1]([O:2][c:3]1[c:4]([CH:13]2[CH2:14][CH2:15][CH2:16][CH2:17]2)[cH:5][c:6]([Br:12])[c:7]([NH2:9])[cH:8]1)([O:18][CH3:19])=[O:20]. Reactants: NC(=S)Nc1c(Br)cccc1Br, Clc1ccccc1. The product is S=C=Nc1c(Br)cccc1Br. As a reaction SMILES: [Br:1][c:2]1[c:3]([NH:9][C:10](=[S:11])[NH2:12])[c:4]([Br:8])[cH:5][cH:6][cH:7]1.[Cl:13][c:14]1[cH:15][cH:16][cH:17][cH:18][cH:19]1>>[Br:1][c:2]1[c:3]([N:9]=[C:10]=[S:11])[c:4]([Br:8])[cH:5][cH:6][cH:7]1. Starting materials: CN(C)\C=N\C(C1=CC(=C(C(=C1)[N+](=O)[O-])OC)OC)=O ((E)-N-((dimethylamino)methylene)-3,4-dimethoxy-5-nitrobenzamide), FC(C1=C(C(N)=N)C=CC=N1)(F)F (2-(trifluoromethyl)nicotinimidamide). The product is COC=1C=C(C=C(C1OC)[N+](=O)[O-])C1=NC=NC(=N1)C=1C(=NC=CC1)C(F)(F)F (2-(3,4-dimethoxy-5-nitrophenyl)-4-(2-(trifluoromethyl)pyridin-3-yl)-1,3,5-triazine). As a reaction SMILES: CN(/[CH:4]=[N:5]/[C:6](=O)[C:7]1[CH:12]=[C:11]([N+:13]([O-:15])=[O:14])[C:10]([O:16][CH3:17])=[C:9]([O:18][CH3:19])[CH:8]=1)C.[F:21][C:22]([F:33])([F:32])[C:23]1[N:31]=[CH:30][CH:29]=[CH:28][C:24]=1[C:25](=[NH:27])[NH2:26]>>[CH3:19][O:18][C:9]1[CH:8]=[C:7]([C:6]2[N:26]=[C:25]([C:24]3[C:23]([C:22]([F:32])([F:21])[F:33])=[N:31][CH:30]=[CH:29][CH:28]=3)[N:27]=[CH:4][N:5]=2)[CH:12]=[C:11]([N+:13]([O-:15])=[O:14])[C:10]=1[O:16][CH3:17]. Procedure details: To a solution of (E)-N-((dimethylamino)methylene)-3,4-dimethoxy-5-nitrobenzamide (1.12 g, 4 mmol) ethanol (30 mL) was added 2-(trifluoromethyl)nicotinimidamide (0.756 g, 4 mmol). The reaction mixture was heated to reflux for 5 hours. It was cooled to room temperature and the solvent was removed by evaporation. The residue was then dissolved in a dichloromethane/isopropanol mixture (50 mL, 70:30) and the organic phase was washed with water, dried over anhydrous magnesium sulphate, filtered and ev...